This data is from the Open Reaction Database (ORD), a public repository of structured organic reaction records. The task is: describe an organic reaction: reactants, conditions, products, and yield Reaction SMILES: [CH3:16][CH:17]([CH3:18])[O:19][C:20](=[O:21])[c:22]1[cH:23][cH:24][cH:25][cH:26][c:27]1[OH:28].[CH3:29][N:30]([CH3:31])[c:32]1[cH:33][cH:34][n:35][cH:36][cH:37]1.[Cl:1][c:2]1[cH:3][cH:4][n:5][c:6]2[cH:7][c:8]([O:14][CH3:15])[c:9]([O:12][CH3:13])[cH:10][c:11]12.[Cl:38][c:39]1[cH:40][cH:41][cH:42][cH:43][c:44]1[Cl:45]>>[c:2]1([O:28][c:27]2[c:22]([C:20]([O:19][CH:17]([CH3:16])[CH3:18])=[O:21])[cH:23][cH:24][cH:25][cH:26]2)[cH:3][cH:4][n:5][c:6]2[cH:7][c:8]([O:14][CH3:15])[c:9]([O:12][CH3:13])[cH:10][c:11]12. The product is COc1cc2nccc(Oc3ccccc3C(=O)OC(C)C)c2cc1OC. Starting materials: CC(C)OC(=O)c1ccccc1O, CN(C)c1ccncc1, COc1cc2nccc(Cl)c2cc1OC, Clc1ccccc1Cl.